This data is from the Open Reaction Database (ORD), a public repository of structured organic reaction records. The task is: describe an organic reaction: reactants, conditions, products, and yield Reactants: ClC1=CC=C(C(=C1CN([C@@H](CC(C)(C)C)CN(C)C)CC=1C=C(CN2S(CCC2C(=O)O)(=O)=O)C=CC1)F)OC (2-(3-{[(6-chloro-2-fluoro-3-methoxy-benzyl)-((S)-1dimethylaminomethyl-3,3-dimethyl-butyl)-amino]-methyl}-benzyl)-1,1-dioxo-1λ6-isothiazolidine-3-carboxylic acid), ClC1=CC=C(C(=C1CN([C@@H](CC(C)(C)C)CN(C)C)CC=1C=C(CN2S(CCC2C(=O)O)(=O)=O)C=CC1)F)OC (2-(3-{[(6-chloro-2-fluoro-3-methoxy-benzyl)-((S)-1dimethylaminomethyl-3,3-dimethyl-butyl)-amino]-methyl}-benzyl)-1,1-dioxo-1λ6-isothiazolidine-3-carboxylic acid), C[C@H]1[C@H]2C([C@@H](C[C@@H]1N)C2)(C)C ((1S,2S,3S,5R)-2,6,6-Trimethyl-bicyclo[3.1.1]hept-3-ylamine). The product is C[C@H]1[C@H]2C([C@@H](C[C@@H]1NC(=O)C1N(S(CC1)(=O)=O)CC1=CC(=CC=C1)CN([C@@H](CC(C)(C)C)CN(C)C)CC1=C(C(=CC=C1Cl)OC)F)C2)(C)C (2-(3-{[(6-Chloro-2-fluoro-3-methoxy-benzyl)-((S)-1-dimethylaminomethyl-3,3-dimethyl-butyl)-amino]-methyl}-benzyl)-1,1-dioxo-1λ6-isothiazolidine-3-carboxylic acid((1S,2S,3S,5R)-2,6,6-trimethyl-bicyclo[3.1.1]hept-3-yl)-amide). Yield: 72.3%. RXN SMILES: [Cl:1][C:2]1[C:7]([CH2:8][N:9]([CH2:20][C:21]2[CH:22]=[C:23]([CH:35]=[CH:36][CH:37]=2)[CH2:24][N:25]2[CH:29]([C:30](O)=[O:31])[CH2:28][CH2:27][S:26]2(=[O:34])=[O:33])[C@H:10]([CH2:16][N:17]([CH3:19])[CH3:18])[CH2:11][C:12]([CH3:15])([CH3:14])[CH3:13])=[C:6]([F:38])[C:5]([O:39][CH3:40])=[CH:4][CH:3]=1.[CH3:41][C@@H:42]1[C@@H:47]([NH2:48])[CH2:46][C@H:45]2[CH2:49][C@@H:43]1[C:44]2([CH3:51])[CH3:50]>>[CH3:41][C@@H:42]1[C@@H:47]([NH:48][C:30]([CH:29]2[CH2:28][CH2:27][S:26](=[O:33])(=[O:34])[N:25]2[CH2:24][C:23]2[CH:35]=[CH:36][CH:37]=[C:21]([CH2:20][N:9]([CH2:8][C:7]3[C:2]([Cl:1])=[CH:3][CH:4]=[C:5]([O:39][CH3:40])[C:6]=3[F:38])[C@H:10]([CH2:16][N:17]([CH3:18])[CH3:19])[CH2:11][C:12]([CH3:15])([CH3:14])[CH3:13])[CH:22]=2)=[O:31])[CH2:46][C@H:45]2[CH2:49][C@@H:43]1[C:44]2([CH3:50])[CH3:51]. Procedure details: 2-(3-{[(6-Chloro-2-fluoro-3-methoxy-benzyl)-((S)-1 dimethylaminomethyl-3,3-dimethyl-butyl)-amino]-methyl}-benzyl)-1,1-dioxo-1λ6-isothiazolidine-3-carboxylic acid (Intermediate 7 (Epimer 1), 0.070 g, 0.117 mmol) was reacted with (1S,2S,3S,5R)-2,6,6-Trimethyl-bicyclo[3.1.1]hept-3-ylamine (available from Aldrich Chemical Company, Inc., 1001 West Saint Paul Avenue, Milwaukee, Wis. 53233, USA; 25 μL, 0.148 mmol) to form 2-(3-{[(6-Chloro-2-fluoro-3-methoxy-benzyl)-((S)-1-dimethylaminomethyl-3,3-dimeth... The reactants are CN(C)C=O, CC(C)[N-]C(C)C, COc1ccc(F)c(F)c1, [Li+], C1CCOC1. Product: COc1ccc(F)c(F)c1C=O. Reaction SMILES: [CH3:19][N:20]([CH:21]=[O:22])[CH3:23].[CH:11]([N-:12][CH:13]([CH3:14])[CH3:15])([CH3:16])[CH3:17].[F:1][c:2]1[c:3]([F:10])[cH:4][c:5]([O:8][CH3:9])[cH:6][cH:7]1.[Li+:18].[O:24]1[CH2:25][CH2:26][CH2:27][CH2:28]1>>[F:1][c:2]1[c:3]([F:10])[c:4]([CH:21]=[O:22])[c:5]([O:8][CH3:9])[cH:6][cH:7]1. Reaction SMILES: [CH3:11][S:12](=[O:13])[O-:14].[CH3:16][S:17]([CH3:18])=[O:19].[CH3:1][O:2][C:3](=[O:4])[c:5]1[o:6][c:7]([Br:10])[cH:8][cH:9]1.[CH3:21][CH2:22][O:23][C:24](=[O:25])[CH3:26].[Cu:27][I:28].[Na+:15].[OH2:20]>>[CH3:1][O:2][C:3](=[O:4])[c:5]1[o:6][c:7]([S:12]([CH3:11])(=[O:13])=[O:14])[cH:8][cH:9]1. The reactants are CS(=O)[O-], CS(C)=O, COC(=O)c1ccc(Br)o1, CCOC(C)=O, [Cu]I, [Na+], O. Yields the product COC(=O)c1ccc(S(C)(=O)=O)o1. Starting materials: FC(S(=O)(=O)[O-])(F)F.C[N+]1=C2C=CC=CC2=C(C2=CC=CC=C12)C(=O)OC1=CC=CC=C1 (Phenyl 10-methylacridinium-9-carboxylate trifluoromethanesulfonate), [Cl-].[NH4+] (Ammonium chloride). Reagents/catalysts: [Zn] (zinc), [Zn] (zinc). The solvent is C(Cl)Cl (CH2Cl2), C(C)O (ethanol). Yields the product CN1C=2C=CC=CC2C(C2=CC=CC=C12)C(=O)OC1=CC=CC=C1 (Phenyl 10-methylacridan-9-carboxylate). RXN SMILES: FC(F)(F)S([O-])(=O)=O.[CH3:9][N+:10]1[C:23]2[C:18](=[CH:19][CH:20]=[CH:21][CH:22]=2)[C:17]([C:24]([O:26][C:27]2[CH:32]=[CH:31][CH:30]=[CH:29][CH:28]=2)=[O:25])=[C:16]2[C:11]=1[CH:12]=[CH:13][CH:14]=[CH:15]2.[Cl-].[NH4+]>C(O)C.C(Cl)Cl.[Zn]>[CH3:9][N:10]1[C:23]2[C:18](=[CH:19][CH:20]=[CH:21][CH:22]=2)[CH:17]([C:24]([O:26][C:27]2[CH:32]=[CH:31][CH:30]=[CH:29][CH:28]=2)=[O:25])[C:16]2[CH:15]=[CH:14][CH:13]=[CH:12][C:11]1=2 |f:0.1,2.3|. Procedure details: Phenyl 10-methylacridinium-9-carboxylate trifluoromethanesulfonate (10 mg, 0.0216 mmol) was suspended in absolute ethanol (10 mL) and the mixture was refluxed for 15 min to obtain a clear solution. Ammonium chloride (88 mg, 1.6 mmol) was added by portions to the solution followed by zinc (108 mg, 1.6 mmol). Addition of zinc caused the yellow color of the solution to disappear immediately. The colorless solution was refluxed for 2 h. TLC of the reaction mixture showed complete conversion to a non... Starting materials: C(C)(C)(C)OC(=O)NN(C(C1=CC=CC=C1)=O)C(C)(C)C (N-t-butoxycarbonyl-N'-t-butyl-N'-benzoylhydrazine), Cl (hydrochloric acid), C([O-])(O)=O.[Na+] (sodium bicarbonate). Yields the product C(C)(C)(C)N(N)C(C1=CC=CC=C1)=O (N'-t-butyl-N'-benzoylhydrazine). Yield: 86.7%. RXN SMILES: C(OC([NH:8][N:9]([C:18]([CH3:21])([CH3:20])[CH3:19])[C:10](=[O:17])[C:11]1[CH:16]=[CH:15][CH:14]=[CH:13][CH:12]=1)=O)(C)(C)C.Cl.C(=O)(O)[O-].[Na+]>>[C:18]([N:9]([C:10](=[O:17])[C:11]1[CH:12]=[CH:13][CH:14]=[CH:15][CH:16]=1)[NH2:8])([CH3:21])([CH3:19])[CH3:20] |f:2.3|. Procedure: The N-t-butoxycarbonyl-N'-t-butyl-N'-benzoylhydrazine (52 g, 0.18 mol) was stirred at room temperature in a methanolic hydrochloric acid solution for 4 days. The reaction mixture was neutralized with saturated aqueous sodium bicarbonate. The white precipitate was filtered, washed with water and dried in vacuo to give 30 g of N'-t-butyl-N'-benzoylhydrazine: m.p. 124°-125° C. Reactants: CC1(OB(OC1(C)C)C1=C2C=CNC2=CC=C1)C (4-(4,4,5,5-tetramethyl-[1,3,2]dioxaborolan-2-yl)-1H-indole), BrC=1C=C(C=CC1)F (3-bromofluorobenzene), [OH-].[Na+] (sodium hydroxide). Reagents/catalysts: [Pd] (Palladium). Run in C1CCOC1 (THF), C(C)(=O)OCC (ethyl acetate). Reaction conditions: temperature 70 celsius, time 15 hour. Yields the product FC=1C=C(C=CC1)N1C=CC2=CC=CC=C12 (3-Fluoro-phenyl-1H-indole). The yield is 89.0%. As a reaction SMILES: CC1(C)C(C)(C)OB([C:9]2[CH:17]=[CH:16][CH:15]=[C:14]3[C:10]=2[CH:11]=[CH:12][NH:13]3)O1.Br[C:20]1[CH:21]=[C:22]([F:26])[CH:23]=[CH:24][CH:25]=1.[OH-].[Na+]>C1COCC1.[Pd].C(OCC)(=O)C>[F:26][C:22]1[CH:21]=[C:20]([N:13]2[C:14]3[C:10](=[CH:9][CH:17]=[CH:16][CH:15]=3)[CH:11]=[CH:12]2)[CH:25]=[CH:24][CH:23]=1 |f:2.3|. Procedure: To a mixture of 4-(4,4,5,5-tetramethyl-[1,3,2]dioxaborolan-2-yl) 1H-indole (3, 2.43 g, 10 mmol), and 3-bromofluorobenzene (1.09 mL, 10 mmol) in THF (34 mL)) were added Palladium catalyst Pd(PPh3)4 (347 mg, 0.3 mmol) and the freshly prepared sodium hydroxide solution (1.20 g, 30 mmol in 14 mL water). The system was degassed and then charged with nitrogen. The degas procedure was repeated for three times. The mixture was stirred under nitrogen at 70° C. oil bath for 15 hours. TLC showed the comple... Reactants: CCOC(=O)CNCCc1csc(NC(=O)Nc2ccc(C)cc2C(=O)C2CCCC2)n1, [Li+], [OH-]. Yields the product Cc1ccc(NC(=O)Nc2nc(CCNCC(=O)O)cs2)c(C(=O)C2CCCC2)c1. As a reaction SMILES: [CH2:1]([CH3:2])[O:3][C:4]([CH2:5][NH:6][CH2:7][CH2:8][c:9]1[n:10][c:11]([NH:14][C:15](=[O:16])[NH:17][c:18]2[c:19]([C:25](=[O:26])[CH:27]3[CH2:28][CH2:29][CH2:30][CH2:31]3)[cH:20][c:21]([CH3:24])[cH:22][cH:23]2)[s:12][cH:13]1)=[O:32].[Li+:34].[OH-:33]>>[O:3]=[C:4]([CH2:5][NH:6][CH2:7][CH2:8][c:9]1[n:10][c:11]([NH:14][C:15](=[O:16])[NH:17][c:18]2[c:19]([C:25](=[O:26])[CH:27]3[CH2:28][CH2:29][CH2:30][CH2:31]3)[cH:20][c:21]([CH3:24])[cH:22][cH:23]2)[s:12][cH:13]1)[OH:32].